This data is from the Open Reaction Database (ORD), a public repository of structured organic reaction records. The task is: describe an organic reaction: reactants, conditions, products, and yield The reactants are [Li]CCCC, Cc1cccc(-c2nc(COC3CCCC(CC=O)C3)c(C)o2)c1, CCCCCC, Cl, C1CCOC1, O=C1CSC(=O)N1. Product: Cc1cccc(-c2nc(COC3CCCC(CC(O)C4SC(=O)NC4=O)C3)c(C)o2)c1. As a reaction SMILES: [CH2:8]([Li:9])[CH2:10][CH2:11][CH3:12].[CH3:13][c:14]1[cH:15][c:16](-[c:20]2[o:21][c:22]([CH3:36])[c:23]([CH2:25][O:26][CH:27]3[CH2:28][CH:29]([CH2:33][CH:34]=[O:35])[CH2:30][CH2:31][CH2:32]3)[n:24]2)[cH:17][cH:18][cH:19]1.[CH3:43][CH2:44][CH2:45][CH2:46][CH2:47][CH3:48].[ClH:37].[O:38]1[CH2:39][CH2:40][CH2:41][CH2:42]1.[S:1]1[C:2](=[O:7])[NH:3][C:4](=[O:6])[CH2:5]1>>[S:1]1[C:2](=[O:7])[NH:3][C:4](=[O:6])[CH:5]1[CH:34]([CH2:33][CH:29]1[CH2:28][CH:27]([O:26][CH2:25][c:23]2[c:22]([CH3:36])[o:21][c:20](-[c:16]3[cH:15][c:14]([CH3:13])[cH:19][cH:18][cH:17]3)[n:24]2)[CH2:32][CH2:31][CH2:30]1)[OH:35]. Reactants: BrN1C(CCC1=O)=O (N-bromosuccinimide), C(C)(=O)C1=C2C=CC(NC2=C(C=C1)OCC1=CC=CC=C1)=O (5-acetyl-8-benzyloxycarbostyril), BrN1C(CCC1=O)=O (N-bromosuccinimide), BrN1C(CCC1=O)=O (N-bromosuccinimide). Solvent: C(Cl)(Cl)Cl (chloroform). Run at time 2 day. Product: BrCC(=O)C1=C2C=CC(NC2=C(C=C1)OCC1=CC=CC=C1)=O (5-bromoacetyl-8-benzyloxycarbostyril). The yield is 29.6%. As a reaction SMILES: [C:1]([C:4]1[CH:13]=[CH:12][C:11]([O:14][CH2:15][C:16]2[CH:21]=[CH:20][CH:19]=[CH:18][CH:17]=2)=[C:10]2[C:5]=1[CH:6]=[CH:7][C:8](=[O:22])[NH:9]2)(=[O:3])[CH3:2].[Br:23]N1C(=O)CCC1=O>C(Cl)(Cl)Cl>[Br:23][CH2:2][C:1]([C:4]1[CH:13]=[CH:12][C:11]([O:14][CH2:15][C:16]2[CH:21]=[CH:20][CH:19]=[CH:18][CH:17]=2)=[C:10]2[C:5]=1[CH:6]=[CH:7][C:8](=[O:22])[NH:9]2)=[O:3]. Procedure details: 293 mg of 5-acetyl-8-benzyloxycarbostyril are dissolved in 15 ml of chloroform, and 200 mg of N-bromosuccinimide are added thereto. The mixture is refluxed for 2 hours under stirring. 300 mg of N-bromosuccinimide are added to the mixture and 4 hours after the commencement of the reaction, 100 mg of N-bromosuccinimide are further added thereto. Six hours after the reaction is started, the mixture is cooled and is allowed to stand at 20° C. for 2 days. Precipitated crystals are collected by filtra... Starting materials: N#Cc1ncccc1Br, CC(C)(C)ON=C(c1ccccn1)c1cc(Br)ccc1O, CC(C)(C)ON=C(c1cc(Br)ccc1O)c1ncccc1Br. Product: Oc1ccc(Br)cc1Br, CC(C)(C)ON=C(c1cc(Br)ccc1O)c1ncccc1Br. RXN SMILES: [Br:1][c:2]1[c:3]([C:4]#[N:5])[n:6][cH:7][cH:8][cH:9]1.[C:10]([O:11][N:12]=[C:13]([c:14]1[cH:15][cH:16][cH:25][cH:26][n:27]1)[c:17]1[c:18]([OH:24])[cH:19][cH:20][c:21]([Br:23])[cH:22]1)([CH3:28])([CH3:29])[CH3:30].[C:31]([CH3:32])([CH3:33])([CH3:34])[O:35][N:36]=[C:37]([c:38]1[c:39]([OH:45])[cH:40][cH:41][c:42]([Br:44])[cH:43]1)[c:46]1[n:47][cH:48][cH:49][cH:50][c:51]1[Br:52]>>[Br:1][c:17]1[c:18]([OH:24])[cH:19][cH:20][c:21]([Br:23])[cH:22]1.[C:31]([CH3:32])([CH3:33])([CH3:34])[O:35][N:36]=[C:37]([c:38]1[c:39]([OH:45])[cH:40][cH:41][c:42]([Br:44])[cH:43]1)[c:46]1[n:47][cH:48][cH:49][cH:50][c:51]1[Br:52].